From a dataset of the Open Reaction Database (ORD), a public repository of structured organic reaction records. describe an organic reaction: reactants, conditions, products, and yield Starting materials: ClC1([C@H]([C@@H]1C1=CC=CC=C1)C1=CC=C(C=C1)O)Cl (1,1-dichloro-trans-2-(p-hydroxyphenyl)-3-phenylcyclopropane), ClC1([C@H]([C@@H]1C1=CC=CC=C1)C1=CC=C(C=C1)O)Cl (1,1-dichloro-trans-2-(p-hydroxyphenyl)-3-phenylcyclopropane), C(C)(=O)Cl (acetyl chloride), off-white needles. The solvent is CCO (EtOH). The product is ClC1([C@H]([C@@H]1C1=CC=CC=C1)C1=CC=C(C=C1)OC(C)=O)Cl (1,1-Dichloro-trans-2-(p-acetoxyphenyl)-3-phenylcyclopropane). Reaction SMILES: [Cl:1][C:2]1([Cl:18])[C@@H:4]([C:5]2[CH:10]=[CH:9][CH:8]=[CH:7][CH:6]=2)[C@@H:3]1[C:11]1[CH:16]=[CH:15][C:14]([OH:17])=[CH:13][CH:12]=1.[C:19](Cl)(=[O:21])[CH3:20]>CCO>[Cl:1][C:2]1([Cl:18])[C@@H:4]([C:5]2[CH:6]=[CH:7][CH:8]=[CH:9][CH:10]=2)[C@@H:3]1[C:11]1[CH:12]=[CH:13][C:14]([O:17][C:19](=[O:21])[CH3:20])=[CH:15][CH:16]=1. Procedure details: The reaction of 1,1-dichloro-trans-2-(p-hydroxyphenyl)-3-phenylcyclopropane (Compound 17) (0.005 mol) and 0.4 mL of acetyl chloride yielded off-white needles (0.37 g, 22%) from EtOH, mp 124.5°-125.5° C. 1H NMR (CDCl3) δ 2.32 (s, 3H, OCOCH3), 3.20 (s, 2H, ArCH), 6.80-7.58 (m, 9H, ArH). Starting materials: O=C([O-])[O-], CN(C)C=O, ClCCCN1CCN(c2ccccc2)CC1, Cl, Cl, [K+], [K+], OCc1ccccc1S. The product is OCc1ccccc1SCCCN1CCN(c2ccccc2)CC1. Reaction SMILES: [C:28](=[O:29])([O-:30])[O-:31].[CH3:34][N:35]([CH3:36])[CH:37]=[O:38].[Cl:12][CH2:13][CH2:14][CH2:15][N:16]1[CH2:17][CH2:18][N:19]([c:22]2[cH:23][cH:24][cH:25][cH:26][cH:27]2)[CH2:20][CH2:21]1.[ClH:10].[ClH:11].[K+:32].[K+:33].[OH:1][CH2:2][c:3]1[c:4]([SH:9])[cH:5][cH:6][cH:7][cH:8]1>>[OH:1][CH2:2][c:3]1[c:4]([S:9][CH2:13][CH2:14][CH2:15][N:16]2[CH2:17][CH2:18][N:19]([c:22]3[cH:23][cH:24][cH:25][cH:26][cH:27]3)[CH2:20][CH2:21]2)[cH:5][cH:6][cH:7][cH:8]1.